Dataset: the Open Reaction Database (ORD), a public repository of structured organic reaction records. Task: describe an organic reaction: reactants, conditions, products, and yield Reactants: C(C1=CC=CC=C1)N1C(N([C@@H](C1)C(=O)OCC1=CC=CC=C1)C([C@H](C)N[C@@H](CCC1=CC=CC=C1)C(=O)OCC)=O)=O (benzyl (4S)-1-benzyl-3-{(2S)-2-[N-((1S)-1-ethoxycarbonyl-3-phenylpropyl)amino]propionyl}-2-oxo-imidazolidine-4-carboxylate). The reagents and catalysts are [Pd] (palladium black). Product: C(C1=CC=CC=C1)N1C(N([C@@H](C1)C(=O)O)C([C@H](C)N[C@@H](CCC1=CC=CC=C1)C(=O)OCC)=O)=O ((4S)-1-benzyl-3-{(2S)-2-[N-((1S)-1-ethoxycarbonyl-3-phenylpropyl)amino]propionyl}-2-oxo-imidazolidine-4-carboxylic acid). Isolated yield 89.9%. As a reaction SMILES: [CH2:1]([N:8]1[CH2:12][C@@H:11]([C:13]([O:15]CC2C=CC=CC=2)=[O:14])[N:10]([C:23](=[O:41])[C@@H:24]([NH:26][C@H:27]([C:36]([O:38][CH2:39][CH3:40])=[O:37])[CH2:28][CH2:29][C:30]2[CH:35]=[CH:34][CH:33]=[CH:32][CH:31]=2)[CH3:25])[C:9]1=[O:42])[C:2]1[CH:7]=[CH:6][CH:5]=[CH:4][CH:3]=1>[Pd]>[CH2:1]([N:8]1[CH2:12][C@@H:11]([C:13]([OH:15])=[O:14])[N:10]([C:23](=[O:41])[C@@H:24]([NH:26][C@H:27]([C:36]([O:38][CH2:39][CH3:40])=[O:37])[CH2:28][CH2:29][C:30]2[CH:31]=[CH:32][CH:33]=[CH:34][CH:35]=2)[CH3:25])[C:9]1=[O:42])[C:2]1[CH:7]=[CH:6][CH:5]=[CH:4][CH:3]=1. Procedure: 2.6 g of benzyl (4S)-1-benzyl-3-{(2S)-2-[N-((1S)-1-ethoxycarbonyl-3-phenylpropyl)amino]propionyl}-2-oxo-imidazolidine-4-carboxylate and 100 mg of palladium black are treated in the same manner as described in Example 1-(2), whereby 1.97 g of (4S)-1-benzyl-3-{(2S)-2-[N-((1S)-1-ethoxycarbonyl-3-phenylpropyl)amino]propionyl}-2-oxo-imidazolidine-4-carboxylic acid 1/4 hydrate are obtained as colorless crystals. Yield: 89.1% The reactants are C(C)(=O)N=C1SC(=CN1C1=CC(=CC=C1)C(F)(F)F)C (2- (acetylimino)-3- (3-trifluoromethylphenyl)-5-methylthiazoline), Cl (hydrochloric acid). Run in C(C)O.O (ethanol water). The product is N=C1SC(=CN1C1=CC(=CC=C1)C(F)(F)F)C (2-imino-3- (3-trifluoromethylphenyl) -5-methylthiazoline). The yield is 46.5%. As a reaction SMILES: C([N:4]=[C:5]1[N:9]([C:10]2[CH:15]=[CH:14][CH:13]=[C:12]([C:16]([F:19])([F:18])[F:17])[CH:11]=2)[CH:8]=[C:7]([CH3:20])[S:6]1)(=O)C.Cl>C(O)C.O>[NH:4]=[C:5]1[N:9]([C:10]2[CH:15]=[CH:14][CH:13]=[C:12]([C:16]([F:19])([F:17])[F:18])[CH:11]=2)[CH:8]=[C:7]([CH3:20])[S:6]1 |f:2.3|. Procedure details: A mixture of 2- (acetylimino)-3- (3-trifluoromethylphenyl)-5-methylthiazoline (1 g) and hydrochloric acid (38%, 4 ml) in ethanol-water (1:2, 15 ml) was refluxed for 3 hours. Ethanol was removed by distillation under reduced pressure, and the residue was neutralized with potassium carbonate, extracted with ethyl acetate and dried over anhydrous magnesium sulfate. The solvent was removed by distillation under reduced pressure to give 0.4 g of 2-imino-3- (3-trifluoromethylphenyl) -5-methylthiazolin... Reactants: CCCCCCCCCCCCCCCC(=O)Cl, Nc1cc([N+](=O)[O-])ccc1O, c1ccncc1. Product: CCCCCCCCCCCCCCCC(=O)Nc1cc([N+](=O)[O-])ccc1O. RXN SMILES: [C:12]([CH2:13][CH2:14][CH2:15][CH2:16][CH2:17][CH2:18][CH2:19][CH2:20][CH2:21][CH2:22][CH2:23][CH2:24][CH2:25][CH2:26][CH3:27])(=[O:28])[Cl:29].[NH2:1][c:2]1[c:3]([OH:11])[cH:4][cH:5][c:6]([N+:8](=[O:9])[O-:10])[cH:7]1.[cH:30]1[cH:31][cH:32][n:33][cH:34][cH:35]1>>[NH:1]([c:2]1[c:3]([OH:11])[cH:4][cH:5][c:6]([N+:8](=[O:9])[O-:10])[cH:7]1)[C:12]([CH2:13][CH2:14][CH2:15][CH2:16][CH2:17][CH2:18][CH2:19][CH2:20][CH2:21][CH2:22][CH2:23][CH2:24][CH2:25][CH2:26][CH3:27])=[O:28]. Starting materials: C(#N)CC(=O)O (cyanoacetic acid), C(CC)NC(=O)N (n-propylurea), C(C)(=O)OC(C)=O (acetic anhydride). Conditions: time 1 hour. Yields the product NC1=CC(NC(N1CCC)=O)=O (6-amino-1-propyl-2,4-(1H,3H)pyrimidinedione). As a reaction SMILES: [C:1](CC(O)=O)#[N:2].[CH2:7]([NH:10][C:11]([NH2:13])=[O:12])[CH2:8][CH3:9].C(O[C:18](=[O:20])[CH3:19])(=O)C>>[NH2:2][C:1]1[N:10]([CH2:7][CH2:8][CH3:9])[C:11](=[O:12])[NH:13][C:18](=[O:20])[CH:19]=1. Reported procedure: To a solution of 47 g (0.55 mol) cyanoacetic acid and 100 ml of acetic anhydride was added 50 g (0.49 mol) of n-propylurea. The solution was stirred at 60°-70° C. for 1 hour. After cooling; white crystals were filtered off and washed with ethanol. Yield 56.2 g (68%) (I). This was stirred in 100 ml of hot water and 60 ml of 2N NaOH was added in portions so the solution the whole time was basic. The reaction mixture was refluxed for 20 minutes and then neutralized with 5N HCl. After cooling, white... Starting materials: C(C)OC(=O)C1C(C=2C=C3C(=NC2N(C1)CC)C=C(C(=C3)F)F)=O (3-ethoxycarbonyl-7,8-difluoro-1-ethyl-4-oxo-1,2,3,4-tetrahydrobenzo[b][1,8]naphthyridine), S(=S)(=O)([O-])[O-].[Na+].[Na+] (sodium thiosulphate), [I-].[K+] (potassium iodide), OO (hydrogen peroxide). Solvent: C(C)O (ethanol), O (water), O (water). Conditions: temperature 77 celsius. Product: C(C)OC(=O)C=1C(C=2C=C3C(=NC2N(C1)CC)C=C(C(=C3)F)F)=O (3-ethoxycarbonyl-7,8-difluoro-1-ethyl-4-oxo-1,4-dihydrobenzo[b][1,8]-naphthyridine). The yield is 87.5%. RXN SMILES: [I-].[K+].[CH2:3]([O:5][C:6]([CH:8]1[CH2:17][N:16]([CH2:18][CH3:19])[C:15]2[N:14]=[C:13]3[CH:20]=[C:21]([F:25])[C:22]([F:24])=[CH:23][C:12]3=[CH:11][C:10]=2[C:9]1=[O:26])=[O:7])[CH3:4].OO.S([O-])([O-])(=O)=S.[Na+].[Na+]>O.C(O)C>[CH2:3]([O:5][C:6]([C:8]1[C:9](=[O:26])[C:10]2[CH:11]=[C:12]3[CH:23]=[C:22]([F:24])[C:21]([F:25])=[CH:20][C:13]3=[N:14][C:15]=2[N:16]([CH2:18][CH3:19])[CH:17]=1)=[O:7])[CH3:4] |f:0.1,4.5.6|. Procedure details: A solution of 1.7 g of potassium iodide in 10 cm3 of water is added with stirring at approximately 20° C. to a suspension of 33 g of 3-ethoxycarbonyl-7,8-difluoro-1-ethyl-4-oxo-1,2,3,4-tetrahydrobenzo[b][1,8]naphthyridine in 1,000 cm3 of ethanol. The suspension is heated to 77° C., and 12.7 cm3 of 33% by weight hydrogen peroxide are introduced in the course of 30 minutes at this temperature. The reaction mixture is kept refluxing for a further 30 minutes and is then cooled to approximately 20° C... Reactants: BrC1=CC=C2OC=3C(=CC(=CC3[C@]3(C2=C1)N=C(SCC3)N)OC)F ((S)-7′-bromo-4′-fluoro-2′-methoxy-5,6-dihydrospiro[[1,3]thiazine-4,9′-xanthen]-2-amine), [N-]=[N+]=[N-].[Na+] (sodium azide), (+)-sodium 1-ascorbate, CN[C@H]1[C@@H](CCCC1)NC (trans-N,N′-dimethyl-1,2-cyclohexanediamine), N#N (N2). Reagents/catalysts: [Cu]I (copper(I) iodide). The solvent is O (water), O (water), CCO (EtOH). Conditions: temperature 90 celsius. The product is N(=[N+]=[N-])C1=CC=C2OC=3C(=CC(=CC3[C@]3(C2=C1)N=C(SCC3)N)OC)F ((S)-7′-azido-4′-fluoro-2′-methoxy-5,6-dihydrospiro[[1,3]thiazine-4,9′-xanthen]-2-amine). Yield: 62.5%. As a reaction SMILES: Br[C:2]1[CH:15]=[C:14]2[C:5]([O:6][C:7]3[C:8]([F:24])=[CH:9][C:10]([O:22][CH3:23])=[CH:11][C:12]=3[C@@:13]32[CH2:20][CH2:19][S:18][C:17]([NH2:21])=[N:16]3)=[CH:4][CH:3]=1.[N-:25]=[N+:26]=[N-:27].[Na+].CN[C@@H]1CCCC[C@H]1NC.N#N>[Cu]I.O.CCO>[N:25]([C:2]1[CH:15]=[C:14]2[C:5]([O:6][C:7]3[C:8]([F:24])=[CH:9][C:10]([O:22][CH3:23])=[CH:11][C:12]=3[C@@:13]32[CH2:20][CH2:19][S:18][C:17]([NH2:21])=[N:16]3)=[CH:4][CH:3]=1)=[N+:26]=[N-:27] |f:1.2|. Procedure: To a disposable vial was charged with (S)-7′-bromo-4′-fluoro-2′-methoxy-5,6-dihydrospiro[[1,3]thiazine-4,9′-xanthen]-2-amine (300 mg, 0.733 mmol), copper(I) iodide (27.9 mg, 0.147 mmol), sodium azide (143 mg, 2.199 mmol) and (+)-sodium 1-ascorbate (14.52 mg, 0.073 mmol). EtOH (1.2 mL) and water (0.5 mL) were added followed by addition of trans-N,N′-dimethyl-1,2-cyclohexanediamine (34.7 μl, 0.220 mmol). The vial was capped and subjected to three cycles of evacuation-backfilling with N2. Finally i... Starting materials: C(C)(=O)O (Acetic acid), CNN (methylhydrazine), C(C)(=O)C(C(NC1=C(C=C(C=C1)F)F)=S)C1=C(C=C(C=C1)Cl)Cl (α-acetyl-2,4-dichloro-N-(2,4-difluorophenyl)benzeneethanethioamide). Solvent: C(C)O (ethanol), C(C)(=O)OCC (ethyl acetate). Product: ClC1=C(C=CC(=C1)Cl)C=1C(=NN(C1NC1=C(C=C(C=C1)F)F)C)C (4-(2,4-Dichlorophenyl)-N-(2,4-difluorophenyl)-1,3-dimethyl-1H-pyrazol-5-amine). Reaction SMILES: C(O)(=O)C.[CH3:5][NH:6][NH2:7].[C:8]([CH:11]([C:23]1[CH:28]=[CH:27][C:26]([Cl:29])=[CH:25][C:24]=1[Cl:30])[C:12](=S)[NH:13][C:14]1[CH:19]=[CH:18][C:17]([F:20])=[CH:16][C:15]=1[F:21])(=O)[CH3:9]>C(O)C.C(OCC)(=O)C>[Cl:30][C:24]1[CH:25]=[C:26]([Cl:29])[CH:27]=[CH:28][C:23]=1[C:11]1[C:8]([CH3:9])=[N:7][N:6]([CH3:5])[C:12]=1[NH:13][C:14]1[CH:19]=[CH:18][C:17]([F:20])=[CH:16][C:15]=1[F:21]. Procedure: Acetic acid (50 μL) and methylhydrazine (41 μL) were added to a stirred suspension of α-acetyl-2,4-dichloro-N-(2,4-difluorophenyl)benzeneethanethioamide (238 mg, 0.64 mmol) in ethanol (4 mL). The reaction mixture was heated at reflux for 2 h and allowed to cool. Then the reaction mixture was diluted with ethyl acetate (10 mL) and washed with 1 N aqueous NaOH (10 mL), water (10 mL) and brine (10 mL), dried over MgSO4, and concentrated to leave a solid residue. The residue was purified by column c...